From a dataset of the Open Reaction Database (ORD), a public repository of structured organic reaction records. describe an organic reaction: reactants, conditions, products, and yield The reactants are Brc1cccc2nccn12, [Cu+], CCCC[Sn](CCCC)(CCCC)c1nc(N2CCOCC2)c2nc(CN3CC(N4CCOCC4)C3)sc2n1, C1COCCO1, c1ccc(P(c2ccccc2)(c2ccccc2)[Pd](P(c2ccccc2)(c2ccccc2)c2ccccc2)(P(c2ccccc2)(c2ccccc2)c2ccccc2)P(c2ccccc2)(c2ccccc2)c2ccccc2)cc1, O=C([O-])c1cccs1. Yields the product c1cc(-c2nc(N3CCOCC3)c3nc(CN4CC(N5CCOCC5)C4)sc3n2)n2ccnc2c1. RXN SMILES: [Br:40][c:41]1[cH:42][cH:43][cH:44][c:45]2[n:46]1[cH:47][cH:48][n:49]2.[Cu+:64].[O:1]1[CH2:2][CH2:3][N:4]([c:7]2[c:8]3[c:9]([n:10][c:11]([Sn:13]([CH2:14][CH2:15][CH2:16][CH3:17])([CH2:18][CH2:19][CH2:20][CH3:21])[CH2:22][CH2:23][CH2:24][CH3:25])[n:12]2)[s:26][c:27]([CH2:29][N:30]2[CH2:31][CH:32]([N:34]4[CH2:35][CH2:36][O:37][CH2:38][CH2:39]4)[CH2:33]2)[n:28]3)[CH2:5][CH2:6]1.[O:50]1[CH2:51][CH2:52][O:53][CH2:54][CH2:55]1.[cH:65]1[cH:66][cH:67][c:68]([P:69]([Pd:70]([P:71]([c:72]2[cH:73][cH:74][cH:75][cH:76][cH:77]2)([c:78]2[cH:79][cH:80][cH:81][cH:82][cH:83]2)[c:84]2[cH:85][cH:86][cH:87][cH:88][cH:89]2)([P:90]([c:91]2[cH:92][cH:93][cH:94][cH:95][cH:96]2)([c:97]2[cH:98][cH:99][cH:100][cH:101][cH:102]2)[c:103]2[cH:104][cH:105][cH:106][cH:107][cH:108]2)[P:109]([c:110]2[cH:111][cH:112][cH:113][cH:114][cH:115]2)([c:116]2[cH:117][cH:118][cH:119][cH:120][cH:121]2)[c:122]2[cH:123][cH:124][cH:125][cH:126][cH:127]2)([c:128]2[cH:129][cH:130][cH:131][cH:132][cH:133]2)[c:134]2[cH:135][cH:136][cH:137][cH:138][cH:139]2)[cH:140][cH:141]1.[s:56]1[cH:57][cH:58][cH:59][c:60]1[C:61]([O-:62])=[O:63]>>[O:1]1[CH2:2][CH2:3][N:4]([c:7]2[c:8]3[c:9]([n:10][c:11](-[c:41]4[cH:42][cH:43][cH:44][c:45]5[n:46]4[cH:47][cH:48][n:49]5)[n:12]2)[s:26][c:27]([CH2:29][N:30]2[CH2:31][CH:32]([N:34]4[CH2:35][CH2:36][O:37][CH2:38][CH2:39]4)[CH2:33]2)[n:28]3)[CH2:5][CH2:6]1. As a reaction SMILES: [Cl:52][CH2:53][Cl:54].[F:1][c:2]1[c:3](-[c:9]2[n:10][c:11]3[c:12]([c:13]4[cH:14][cH:15][c:16]([C:19]#[N:20])[cH:17][c:18]24)[n:21]([CH2:37][O:38][CH2:39][CH2:40][Si:41]([CH3:42])([CH3:43])[CH3:44])[n:22][c:23]3[NH:24][CH:25]2[CH2:26][CH2:27][N:28]([S:31](=[O:32])(=[O:33])[CH:34]3[CH2:35][CH2:36]3)[CH2:29][CH2:30]2)[c:4]([F:8])[cH:5][cH:6][cH:7]1.[F:45][C:46]([F:47])([F:48])[C:49]([OH:50])=[O:51].[OH2:55]>>[F:1][c:2]1[c:3](-[c:9]2[n:10][c:11]3[c:12]([c:13]4[cH:14][cH:15][c:16]([C:19]#[N:20])[cH:17][c:18]24)[nH:21][n:22][c:23]3[NH:24][CH:25]2[CH2:26][CH2:27][N:28]([S:31](=[O:32])(=[O:33])[CH:34]3[CH2:35][CH2:36]3)[CH2:29][CH2:30]2)[c:4]([F:8])[cH:5][cH:6][cH:7]1. The reactants are ClCCl, C[Si](C)(C)CCOCn1nc(NC2CCN(S(=O)(=O)C3CC3)CC2)c2nc(-c3c(F)cccc3F)c3cc(C#N)ccc3c21, O=C(O)C(F)(F)F, O. Yields the product N#Cc1ccc2c(c1)c(-c1c(F)cccc1F)nc1c(NC3CCN(S(=O)(=O)C4CC4)CC3)n[nH]c12. Starting materials: COc1ccc(C2CC(=O)OC2=O)cc1, Nc1ccncc1, O, Cc1ccccc1C. Product: COc1ccc(C2CC(=O)N(c3ccncc3)C2=O)cc1. RXN SMILES: [CH3:1][O:2][c:3]1[cH:4][cH:5][c:6]([CH:9]2[C:10](=[O:11])[O:12][C:13](=[O:15])[CH2:14]2)[cH:7][cH:8]1.[NH2:16][c:17]1[cH:18][cH:19][n:20][cH:21][cH:22]1.[OH2:31].[c:23]1([CH3:24])[c:25]([CH3:26])[cH:27][cH:28][cH:29][cH:30]1>>[CH3:1][O:2][c:3]1[cH:4][cH:5][c:6]([CH:9]2[C:10](=[O:12])[N:16]([c:17]3[cH:18][cH:19][n:20][cH:21][cH:22]3)[C:13](=[O:15])[CH2:14]2)[cH:7][cH:8]1. The reactants are Cc1ccc(C)c2c1COC2=O, CC(C)C[AlH]CC(C)C, CCOCC, Cc1ccccc1, CO. Product: COC1OCc2c(C)ccc(C)c21. Reaction SMILES: [CH3:10][c:11]1[c:12]2[c:16]([c:17]([CH3:20])[cH:18][cH:19]1)[C:15](=[O:21])[O:14][CH2:13]2.[CH3:1][CH:2]([CH2:3][AlH:4][CH2:5][CH:6]([CH3:7])[CH3:8])[CH3:9].[CH3:22][CH2:23][O:24][CH2:25][CH3:26].[CH3:27][c:28]1[cH:29][cH:30][cH:31][cH:32][cH:33]1.[CH3:34][OH:35]>>[CH3:1][O:21][CH:15]1[O:14][CH2:13][c:12]2[c:11]([CH3:10])[cH:19][cH:18][c:17]([CH3:20])[c:16]21. Reactants: CCO, [OH-], [OH-], [Pd+2], CC(C)(C)OC(=O)N1CC=C(c2cccnc2)CC1. Product: CC(C)(C)OC(=O)N1CCC(c2cccnc2)CC1. Reaction SMILES: [CH3:20][CH2:21][OH:22].[OH-:23].[OH-:25].[Pd+2:24].[n:1]1[cH:2][c:3]([C:7]2=[CH:12][CH2:11][N:10]([C:13](=[O:14])[O:15][C:16]([CH3:17])([CH3:18])[CH3:19])[CH2:9][CH2:8]2)[cH:4][cH:5][cH:6]1>>[n:1]1[cH:2][c:3]([CH:7]2[CH2:8][CH2:9][N:10]([C:13](=[O:14])[O:15][C:16]([CH3:17])([CH3:18])[CH3:19])[CH2:11][CH2:12]2)[cH:4][cH:5][cH:6]1. The reactants are COC(=O)C(Cc1ccc(N)cc1)NC(=O)OC(C)(C)C, CCOCCO, CCN(C(C)C)C(C)C, Clc1nccc2cnccc12. Product: COC(=O)C(Cc1ccc(Nc2nccc3cnccc23)cc1)NC(=O)OC(C)(C)C. RXN SMILES: [CH3:1][O:2][C:3]([CH:4]([CH2:5][c:6]1[cH:7][cH:8][c:9]([NH2:12])[cH:10][cH:11]1)[NH:13][C:14](=[O:15])[O:16][C:17]([CH3:18])([CH3:19])[CH3:20])=[O:21].[CH3:42][CH2:43][O:44][CH2:45][CH2:46][OH:47].[CH:33]([N:34]([CH2:35][CH3:36])[CH:37]([CH3:38])[CH3:39])([CH3:40])[CH3:41].[Cl:22][c:23]1[n:24][cH:25][cH:26][c:27]2[cH:28][n:29][cH:30][cH:31][c:32]12>>[CH3:1][O:2][C:3]([CH:4]([CH2:5][c:6]1[cH:7][cH:8][c:9]([NH:12][c:23]2[n:24][cH:25][cH:26][c:27]3[cH:28][n:29][cH:30][cH:31][c:32]23)[cH:10][cH:11]1)[NH:13][C:14](=[O:15])[O:16][C:17]([CH3:18])([CH3:19])[CH3:20])=[O:21].